The task is: describe an organic reaction: reactants, conditions, products, and yield. This data is from the Open Reaction Database (ORD), a public repository of structured organic reaction records. The reactants are C1=CC(=CC=C1N)O[C@H]2[C@@H]([C@H]([C@H]([C@H](O2)CO)O)O)O (4-aminophenyl-β-D-galactopyranoside), ClC1=C2C=C(C(=NC2=NC=C1)C)OCC (5-chloro-3-ethoxy-2-methyl-1,8-naphthyridine). Solvent: IMS, IMS. The product is Cl.O([C@H]1[C@H](O)[C@@H](O)[C@@H](O)[C@H](O1)CO)C1=CC=C(C=C1)NC1=CC=NC2=NC(=C(C=C12)OCC)C (4-(6-ethoxy-7-methyl-1,8-naphthyridin-4-ylamino)phenyl β-D-galactopyranoside hydrochloride). Reaction SMILES: [CH:1]1[C:6]([NH2:7])=[CH:5][CH:4]=[C:3]([O:8][C@@H:9]2[O:14][C@H:13]([CH2:15][OH:16])[C@H:12]([OH:17])[C@H:11]([OH:18])[C@H:10]2[OH:19])[CH:2]=1.[Cl:20][C:21]1[CH:30]=[CH:29][N:28]=[C:27]2[C:22]=1[CH:23]=[C:24]([O:32][CH2:33][CH3:34])[C:25]([CH3:31])=[N:26]2>>[ClH:20].[O:8]([C:3]1[CH:2]=[CH:1][C:6]([NH:7][C:21]2[C:22]3[C:27](=[N:26][C:25]([CH3:31])=[C:24]([O:32][CH2:33][CH3:34])[CH:23]=3)[N:28]=[CH:29][CH:30]=2)=[CH:5][CH:4]=1)[C@@H:9]1[O:14][C@H:13]([CH2:15][OH:16])[C@H:12]([OH:17])[C@H:11]([OH:18])[C@H:10]1[OH:19] |f:2.3|. Procedure details: A solution of 4-aminophenyl-β-D-galactopyranoside (2.08 g) in IMS (50 ml) was added to a solution of 5-chloro-3-ethoxy-2-methyl-1,8-naphthyridine (1.7 g) in IMS (30 ml). The mixture was boiled under reflux for 18 hours. The mixture was cooled and filtered to give 4-(6-ethoxy-7-methyl-1,8-naphthyridin-4-ylamino)phenyl β-D-galactopyranoside hydrochloride, m.p. 223°-225° C. Active (1/1) at 30 mg/kg. Starting materials: C1(CCCCC1)N1C2=C(N(C(C(C1)(F)F)=O)C)C=NC(=N2)NC2=C(C=C(C(=O)NN1CCNCC1)C=C2)OC (4-(9-cyclohexyl-7,7-difluoro-5-methyl-6-oxo-6,7,8,9-tetrahydro-5H-pyrimido[4,5-b][1,4]diazepin-2-ylamino)-3-methoxy-N-(piperazin-1-yl)benzamide), amide, CN(CC(=O)O)C (N,N-dimethylglycine). Product: C1(CCCCC1)N1C2=C(N(C(C(C1)(F)F)=O)C)C=NC(=N2)NC2=C(C=C(C(=O)NN1CCN(CC1)C(CN(C)C)=O)C=C2)OC (4-(9-cyclohexyl-7,7-difluoro-5-methyl-6-oxo-6,7,8,9-tetrahydro-5H-pyrimido[4,5-b][1,4]diazepin-2-ylamino)-N-(4-(2-(dimethylamino)acetyl)piperazin-1-yl)-3-methoxybenzamide). RXN SMILES: [CH:1]1([N:7]2[CH2:13][C:12]([F:15])([F:14])[C:11](=[O:16])[N:10]([CH3:17])[C:9]3[CH:18]=[N:19][C:20]([NH:22][C:23]4[CH:37]=[CH:36][C:26]([C:27]([NH:29][N:30]5[CH2:35][CH2:34][NH:33][CH2:32][CH2:31]5)=[O:28])=[CH:25][C:24]=4[O:38][CH3:39])=[N:21][C:8]2=3)[CH2:6][CH2:5][CH2:4][CH2:3][CH2:2]1.[CH3:40][N:41]([CH3:46])[CH2:42][C:43](O)=[O:44]>>[CH:1]1([N:7]2[CH2:13][C:12]([F:15])([F:14])[C:11](=[O:16])[N:10]([CH3:17])[C:9]3[CH:18]=[N:19][C:20]([NH:22][C:23]4[CH:37]=[CH:36][C:26]([C:27]([NH:29][N:30]5[CH2:35][CH2:34][N:33]([C:43](=[O:44])[CH2:42][N:41]([CH3:46])[CH3:40])[CH2:32][CH2:31]5)=[O:28])=[CH:25][C:24]=4[O:38][CH3:39])=[N:21][C:8]2=3)[CH2:2][CH2:3][CH2:4][CH2:5][CH2:6]1. Reported procedure: The title compound was synthesized from 4-(9-cyclohexyl-7,7-difluoro-5-methyl-6-oxo-6,7,8,9-tetrahydro-5H-pyrimido[4,5-b][1,4]diazepin-2-ylamino)-3-methoxy-N-(piperazin-1-yl)benzamide using a procedure that is analogous to that described in connection with amide formation except that N,N-dimethylglycine. 1H NMR (400 MHz, DMSO-d6) δ ppm 1.12-1.89 (m, 10H) 2.19 (s, 6H) 2.89 (br. s., 2H) 2.94 (br. s., 2H) 3.31 (s, 3H) 3.54 (br. s., 2H) 3.63 (br. s., 2H) 3.93 (s, 3H) 4.06 (t, J=13.39 Hz, 2H) 4.46 (m...